The task is: describe an organic reaction: reactants, conditions, products, and yield. This data is from the Open Reaction Database (ORD), a public repository of structured organic reaction records. The reactants are BrC=1C=C2C=NN(C2=C(C1)COCC1(CCN(CC1)C(=O)OC(C)(C)C)C1=CC=CC=C1)COCC[Si](C)(C)C (tert-Butyl 4-(((5-bromo-1-((2-(trimethylsilyl)ethoxy)methyl)-1H-indazol-7-yl)methoxy)methyl)-4-phenylpiperidine-1-carboxylate), C(C)(C)(C)[Li] (tert-butyllithium). Solvent: O1CCCC1 (tetrahydrofuran). Conditions: time 15 minute. The product is C1(=CC=CC=C1)C1(CCN(CC1)C(=O)OC(C)(C)C)COCC=1C=CC=C2C=NN(C12)COCC[Si](C)(C)C (tert-Butyl 4-phenyl-4-(((1-((2-(trimethylsilyl)ethoxy)methyl)-1H-indazol-7-yl)methoxy)methyl)piperidine-1-carboxylate). As a reaction SMILES: Br[C:2]1[CH:3]=[C:4]2[C:8](=[C:9]([CH2:11][O:12][CH2:13][C:14]3([C:27]4[CH:32]=[CH:31][CH:30]=[CH:29][CH:28]=4)[CH2:19][CH2:18][N:17]([C:20]([O:22][C:23]([CH3:26])([CH3:25])[CH3:24])=[O:21])[CH2:16][CH2:15]3)[CH:10]=1)[N:7]([CH2:33][O:34][CH2:35][CH2:36][Si:37]([CH3:40])([CH3:39])[CH3:38])[N:6]=[CH:5]2.C([Li])(C)(C)C>O1CCCC1>[C:27]1([C:14]2([CH2:13][O:12][CH2:11][C:9]3[CH:10]=[CH:2][CH:3]=[C:4]4[C:8]=3[N:7]([CH2:33][O:34][CH2:35][CH2:36][Si:37]([CH3:40])([CH3:39])[CH3:38])[N:6]=[CH:5]4)[CH2:19][CH2:18][N:17]([C:20]([O:22][C:23]([CH3:26])([CH3:25])[CH3:24])=[O:21])[CH2:16][CH2:15]2)[CH:32]=[CH:31][CH:30]=[CH:29][CH:28]=1. Procedure details: tert-Butyl 4-(((5-bromo-1-((2-(trimethylsilyl)ethoxy)methyl)-1H-indazol-7-yl)methoxy)methyl)-4-phenylpiperidine-1-carboxylate (55 mg, 0.09 mmol) was dissolved in dry tetrahydrofuran (1.5 mL) and stirred at room temperature for 15 min. The stirred mixture was cooled to −78° C. and treated with a solution of tert-butyllithium (1.7M in pentane, 103 μL, 0.17 mmol) over several minutes. The mixture was stirred at −78° C. for 20 min, quenched by addition of a few drops of methanol and concentrated. Fl...